From a dataset of the Open Reaction Database (ORD), a public repository of structured organic reaction records. describe an organic reaction: reactants, conditions, products, and yield The reactants are C(C(=O)O)(=O)O.N1CCC(CCC1)NC1=NC=2C(=NC=CC2)N1CC=1OC(=CC1)C (N-(hexahydro-1H-azepin-4-yl)-3-[(5-methyl-2-furanyl)methyl]-3H-imidazo[4,5-b]-pyridin-2-amine ethanedioate), N (ammonia). The solvent is CO (methanol). The product is C(C(=O)O)(=O)O.C1(CCCCC1)N1CCC(CCC1)NC1=NC=2C(=NC=CC2)N1CC=1OC(=CC1)C (N-(1-cyclohexylhexahydro-1H-azepin-4-yl)-3-[(5-methyl-2-furanyl)methyl]-3H-imidazo[4,5 -b]pyridin-2-amine ethanedioate), hemihydrate. Yield: 23.9%. RXN SMILES: [C:1]([OH:6])(=[O:5])[C:2]([OH:4])=[O:3].[NH:7]1[CH2:13][CH2:12][CH2:11][CH:10]([NH:14][C:15]2[N:23]([CH2:24][C:25]3[O:26][C:27]([CH3:30])=[CH:28][CH:29]=3)[C:18]3=[N:19][CH:20]=[CH:21][CH:22]=[C:17]3[N:16]=2)[CH2:9][CH2:8]1.N>CO>[C:1]([OH:6])(=[O:5])[C:2]([OH:4])=[O:3].[CH:2]1([N:7]2[CH2:13][CH2:12][CH2:11][CH:10]([NH:14][C:15]3[N:23]([CH2:24][C:25]4[O:26][C:27]([CH3:30])=[CH:28][CH:29]=4)[C:18]4=[N:19][CH:20]=[CH:21][CH:22]=[C:17]4[N:16]=3)[CH2:9][CH2:8]2)[CH2:1][CH2:11][CH2:10][CH2:9][CH2:8]1 |f:0.1,4.5|. Reported procedure: A mixture of 6 parts of N-(hexahydro-1H-azepin-4-yl)-3-[(5-methyl-2-furanyl)methyl]-3H-imidazo[4,5-b]-pyridin-2-amine ethanedioate(1:2) and 64 parts of methanol, saturated with ammonia was stirred for 5 minutes at reflux temperature. After cooling, the precipitate was filtered off and the filtrate was evaporated. A mixture of the residue, 5 parts of cyclohexanone, 1 part of a solution of thiophene in methanol 4% and 120 parts of methanol was hydrogenated at normal pressure and at room temperatur... Reactants: COC(=O)C(=Cc1ccc2c(c1)OC(C)(C)O2)C(=O)OC(C)(C)C, CO. Yields the product COC(=O)C(Cc1ccc2c(c1)OC(C)(C)O2)C(=O)OC(C)(C)C. RXN SMILES: [C:1]([CH3:2])([CH3:3])([CH3:4])[O:5][C:6](=[O:7])[C:8]([C:9](=[O:10])[O:11][CH3:12])=[CH:13][c:14]1[cH:15][c:16]2[c:17]([cH:23][cH:24]1)[O:18][C:19]([CH3:21])([CH3:22])[O:20]2.[CH3:25][OH:26]>>[C:1]([CH3:2])([CH3:3])([CH3:4])[O:5][C:6](=[O:7])[CH:8]([C:9](=[O:10])[O:11][CH3:12])[CH2:13][c:14]1[cH:15][c:16]2[c:17]([cH:23][cH:24]1)[O:18][C:19]([CH3:21])([CH3:22])[O:20]2. Starting materials: CCOC(C)=O, CCCCCC, CN(C)C=O, CCO, O=C(Cl)CCl, Nc1ccc2c(c1N)C(=O)c1ccccc1C2=O. Product: Nc1c(NC(=O)CCl)ccc2c1C(=O)c1ccccc1C2=O. Reaction SMILES: [CH3:24][CH2:25][O:26][C:27](=[O:28])[CH3:29].[CH3:30][CH2:31][CH2:32][CH2:33][CH2:34][CH3:35].[CH3:36][N:37]([CH3:38])[CH:39]=[O:40].[CH3:41][CH2:42][OH:43].[Cl:19][CH2:20][C:21](=[O:22])[Cl:23].[NH2:1][c:2]1[c:3]([NH2:18])[cH:4][cH:5][c:6]2[c:15]1[C:14](=[O:16])[c:13]1[c:8]([cH:9][cH:10][cH:11][cH:12]1)[C:7]2=[O:17]>>[NH2:1][c:2]1[c:3]([NH:18][C:21]([CH2:20][Cl:19])=[O:22])[cH:4][cH:5][c:6]2[c:15]1[C:14](=[O:16])[c:13]1[c:8]([cH:9][cH:10][cH:11][cH:12]1)[C:7]2=[O:17]. Reactants: COC=1C=CC2=C(SC(=C2C(=O)C2=CC=C(C=C2)F)C2=CC=C(C=C2)OCCN2CCCC2)C1 (4-fluorophenyl 6-methoxy-2-[4-[2-(1-pyrrolidinyl)ethoxy]phenyl]benzo[b]thiophen-3-yl ketone), CN([C@@H]1[C@@H](CCCC1)O)C ((±)-cis-2-(dimethylamino)cyclohexanol). The product is COC=1C=CC2=C(SC(=C2C(=O)C2=CC=C(C=C2)O[C@H]2[C@H](CCCC2)N(C)C)C2=CC=C(C=C2)OCCN2CCCC2)C1 ((±)-4-[cis-2-(Dimethylamino)cyclohexyloxy]phenyl 6-Methoxy-2-[4-[2-(1-pyrrolidinyl)ethoxy]phenyl]benzo[b]thiophen-3-yl Ketone). Yield: 71.0%. RXN SMILES: [CH3:1][O:2][C:3]1[CH:4]=[CH:5][C:6]2[C:10]([C:11]([C:13]3[CH:18]=[CH:17][C:16](F)=[CH:15][CH:14]=3)=[O:12])=[C:9]([C:20]3[CH:25]=[CH:24][C:23]([O:26][CH2:27][CH2:28][N:29]4[CH2:33][CH2:32][CH2:31][CH2:30]4)=[CH:22][CH:21]=3)[S:8][C:7]=2[CH:34]=1.[CH3:35][N:36]([CH3:44])[C@H:37]1[CH2:42][CH2:41][CH2:40][CH2:39][C@H:38]1[OH:43]>>[CH3:1][O:2][C:3]1[CH:4]=[CH:5][C:6]2[C:10]([C:11]([C:13]3[CH:18]=[CH:17][C:16]([O:43][C@@H:38]4[CH2:39][CH2:40][CH2:41][CH2:42][C@@H:37]4[N:36]([CH3:44])[CH3:35])=[CH:15][CH:14]=3)=[O:12])=[C:9]([C:20]3[CH:25]=[CH:24][C:23]([O:26][CH2:27][CH2:28][N:29]4[CH2:33][CH2:32][CH2:31][CH2:30]4)=[CH:22][CH:21]=3)[S:8][C:7]=2[CH:34]=1. Procedure: The title compound was prepared in 71% yield by essentially following the procedures outlined in Example 72, Part E, from 4-fluorophenyl 6-methoxy-2-[4-[2-(1-pyrrolidinyl)ethoxy]phenyl]benzo[b]thiophen-3-yl ketone (Example 59, Part A) and (±)-cis-2-(dimethylamino)cyclohexanol.